From a dataset of the Open Reaction Database (ORD), a public repository of structured organic reaction records. describe an organic reaction: reactants, conditions, products, and yield Starting materials: ClC=1C(=NN(C1C)C1=C(C=C(C(=O)O)C=C1)C(=O)N1CC2=CC=CC=C2CC1)C(N(CCCC)CCCC)=O (4-(4-chloro-3-(dibutylcarbamoyl)-5-methyl-1H-pyrazol-1-yl)-3-(1,2,3,4-tetrahydroisoquinoline-2-carbonyl)benzoic acid), C(CCC)N(C(=O)C1=NN(C(=C1Cl)C)C1=C(C=C(C=C1)C(NS(=O)(=O)C1=CC2=CC=CC=C2C=C1)=O)C(=O)N1CC2=CC=CC=C2CC1)C1=CC=C(C=C1)CC(=O)OCC (ethyl 2-(4-(N-butyl-4-chloro-5-methyl-1-(4-(naphthalen-2-ylsulfonylcarbamoyl)-2-(1,2,3,4-tetrahydroisoquinoline-2-carbonyl)phenyl)-1H-pyrazole-3-carboxamido)phenyl)acetate). The product is C(CCC)N(C(=O)C1=NN(C(=C1Cl)C)C1=C(C=C(C=C1)C(NS(=O)(=O)C1=CC2=CC=CC=C2C=C1)=O)C(=O)N1CC2=CC=CC=C2CC1)C1=CC=C(C=C1)CC(=O)O (2-(4-(N-Butyl-4-chloro-5-methyl-1-(4-(naphthalen-2-ylsulfonylcarbamoyl)-2-(1,2,3,4-tetrahydroisoquinoline-2-carbonyl)phenyl)-1H-pyrazole-3-carboxamido)phenyl)acetic acid). Yield: 6.2%. Reaction SMILES: ClC1C(C(=O)N(CCCC)CCCC)=NN(C2C=CC(C(O)=O)=CC=2C(N2CCC3C(=CC=CC=3)C2)=O)C=1C.[CH2:40]([N:44]([C:88]1[CH:93]=[CH:92][C:91]([CH2:94][C:95]([O:97]CC)=[O:96])=[CH:90][CH:89]=1)[C:45]([C:47]1[C:51]([Cl:52])=[C:50]([CH3:53])[N:49]([C:54]2[CH:59]=[CH:58][C:57]([C:60](=[O:75])[NH:61][S:62]([C:65]3[CH:74]=[CH:73][C:72]4[C:67](=[CH:68][CH:69]=[CH:70][CH:71]=4)[CH:66]=3)(=[O:64])=[O:63])=[CH:56][C:55]=2[C:76]([N:78]2[CH2:87][CH2:86][C:85]3[C:80](=[CH:81][CH:82]=[CH:83][CH:84]=3)[CH2:79]2)=[O:77])[N:48]=1)=[O:46])[CH2:41][CH2:42][CH3:43]>>[CH2:40]([N:44]([C:88]1[CH:89]=[CH:90][C:91]([CH2:94][C:95]([OH:97])=[O:96])=[CH:92][CH:93]=1)[C:45]([C:47]1[C:51]([Cl:52])=[C:50]([CH3:53])[N:49]([C:54]2[CH:59]=[CH:58][C:57]([C:60](=[O:75])[NH:61][S:62]([C:65]3[CH:74]=[CH:73][C:72]4[C:67](=[CH:68][CH:69]=[CH:70][CH:71]=4)[CH:66]=3)(=[O:63])=[O:64])=[CH:56][C:55]=2[C:76]([N:78]2[CH2:87][CH2:86][C:85]3[C:80](=[CH:81][CH:82]=[CH:83][CH:84]=3)[CH2:79]2)=[O:77])[N:48]=1)=[O:46])[CH2:41][CH2:42][CH3:43]. Procedure: Following a procedure analogous to that for the synthesis of Intermediate 1F, ethyl 2-(4-(N-butyl-4-chloro-5-methyl-1-(4-(naphthalen-2-ylsulfonylcarbamoyl)-2-(1,2,3,4-tetrahydroisoquinoline-2-carbonyl)phenyl)-1H-pyrazole-3-carboxamido)phenyl)acetate (Example 155, 1 mg, 9.9 μmol) was converted to the title compound (0.5 mg, 53%). 1H NMR (CD3OD, 2:1 mixture of amide rotamers) δ 8.71 (s, 1H), 8.10 (d, J=9.2 Hz, 1H), 8.06 (s, 2H), 8.03-7.97 (m, 2.5H), 7.94-7.91 (m, 0.5H), 7.73-7.65 (m, 2H), 7.41 (br... The reactants are Example 1 ( 4 ), C1(CCCCC1)C(OC1=CC=C(C(=O)O)C=C1)C1=C(OC(=C1)C1=CC=C(C=C1)F)C (4-{cyclohexyl[5-(4-fluorophenyl)-2-methyl-3-furyl]methoxy}benzoic acid), CNCCC(=O)OCC (ethyl 3-(methylamino)propanoate). Product: C1(CCCCC1)C(OC1=CC=C(C(=O)N(CCC(=O)O)C)C=C1)C1=C(OC(=C1)C1=CC=C(C=C1)F)C (3-[(4-{cyclohexyl[5-(4-fluorophenyl)-2-methyl-3-furyl]methoxy}benzoyl)(methyl)amino]propanoic acid). Yield: 81.7%. RXN SMILES: [CH:1]1([CH:7]([C:18]2[CH:22]=[C:21]([C:23]3[CH:28]=[CH:27][C:26]([F:29])=[CH:25][CH:24]=3)[O:20][C:19]=2[CH3:30])[O:8][C:9]2[CH:17]=[CH:16][C:12]([C:13](O)=[O:14])=[CH:11][CH:10]=2)[CH2:6][CH2:5][CH2:4][CH2:3][CH2:2]1.[CH3:31][NH:32][CH2:33][CH2:34][C:35]([O:37]CC)=[O:36]>>[CH:1]1([CH:7]([C:18]2[CH:22]=[C:21]([C:23]3[CH:28]=[CH:27][C:26]([F:29])=[CH:25][CH:24]=3)[O:20][C:19]=2[CH3:30])[O:8][C:9]2[CH:17]=[CH:16][C:12]([C:13]([N:32]([CH3:31])[CH2:33][CH2:34][C:35]([OH:37])=[O:36])=[O:14])=[CH:11][CH:10]=2)[CH2:6][CH2:5][CH2:4][CH2:3][CH2:2]1. Procedure: An operation similar to that in Example 1 (4) was performed using 4-{cyclohexyl[5-(4-fluorophenyl)-2-methyl-3-furyl]methoxy}benzoic acid (163 mg) as well as ethyl 3-(methylamino)propanoate (63 mg) to give the title compound (161 mg, 82%) as an amorphous compound. Starting materials: CCCN, COC(=O)Cn1ncc2cc(-c3cc(C(=O)NC4CC4)cc(F)c3C)ccc21. Yields the product CCCNC(=O)Cn1ncc2cc(-c3cc(C(=O)NC4CC4)cc(F)c3C)ccc21. As a reaction SMILES: [CH2:29]([CH2:30][CH3:31])[NH2:32].[CH:1]1([NH:4][C:5](=[O:6])[c:7]2[cH:8][c:9]([F:28])[c:10]([CH3:27])[c:11](-[c:13]3[cH:14][c:15]4[cH:16][n:17][n:18]([CH2:22][C:23]([O:25][CH3:24])=[O:26])[c:19]4[cH:20][cH:21]3)[cH:12]2)[CH2:2][CH2:3]1>>[CH:1]1([NH:4][C:5](=[O:6])[c:7]2[cH:8][c:9]([F:28])[c:10]([CH3:27])[c:11](-[c:13]3[cH:14][c:15]4[cH:16][n:17][n:18]([CH2:22][C:23](=[O:25])[NH:32][CH2:29][CH2:30][CH3:31])[c:19]4[cH:20][cH:21]3)[cH:12]2)[CH2:2][CH2:3]1. Starting materials: CO, COC(=O)CCCCCCc1nc(-c2ccccc2)co1, Cl, [Na+], [OH-], O. Product: O=C(O)CCCCCCc1nc(-c2ccccc2)co1. RXN SMILES: [CH3:26][OH:27].[CH3:3][O:4][C:5]([CH2:6][CH2:7][CH2:8][CH2:9][CH2:10][CH2:11][c:12]1[o:13][cH:14][c:15](-[c:17]2[cH:18][cH:19][cH:20][cH:21][cH:22]2)[n:16]1)=[O:23].[ClH:24].[Na+:2].[OH-:1].[OH2:25]>>[O:4]=[C:5]([CH2:6][CH2:7][CH2:8][CH2:9][CH2:10][CH2:11][c:12]1[o:13][cH:14][c:15](-[c:17]2[cH:18][cH:19][cH:20][cH:21][cH:22]2)[n:16]1)[OH:23].